This data is from the Open Reaction Database (ORD), a public repository of structured organic reaction records. The task is: describe an organic reaction: reactants, conditions, products, and yield Starting materials: BrC(C)Br (dibromo ethane), C([O-])([O-])=O.[K+].[K+] (Potassium carbonate), C(C1=CC=CC=C1)OC=1C=C(C=2OC3=CC(=CC=C3C(C2)=O)O)C=C(C1)OCC1=CC=CC=C1 (3′,5′-dibenzyloxy-7-hydroxy-flavone), C(C1=CC=CC=C1)OC=1C=C(C=2OC3=CC(=CC=C3C(C2)=O)O)C=C(C1)OCC1=CC=CC=C1 (3′,5′-Dibenzyloxy-7-hydroxy-flavone). Run in CN(C=O)C (dimethyl formamide). Conditions: time 30 minute. Yields the product BrCCOC1=CC=C2C(C=C(OC2=C1)C1=CC(=CC(=C1)OCC1=CC=CC=C1)OCC1=CC=CC=C1)=O (7-(2-Bromo-ethoxy)-3′,5′-dibenzyloxy-flavone). As a reaction SMILES: C(=O)([O-])[O-].[K+].[K+].[CH2:7]([O:14][C:15]1[CH:16]=[C:17]([CH:30]=[C:31]([O:33][CH2:34][C:35]2[CH:40]=[CH:39][CH:38]=[CH:37][CH:36]=2)[CH:32]=1)[C:18]1[O:19][C:20]2[C:25]([C:26](=[O:28])[CH:27]=1)=[CH:24][CH:23]=[C:22]([OH:29])[CH:21]=2)[C:8]1[CH:13]=[CH:12][CH:11]=[CH:10][CH:9]=1.[Br:41][CH:42](Br)[CH3:43]>CN(C)C=O>[Br:41][CH2:42][CH2:43][O:29][C:22]1[CH:21]=[C:20]2[C:25]([C:26](=[O:28])[CH:27]=[C:18]([C:17]3[CH:16]=[C:15]([O:14][CH2:7][C:8]4[CH:9]=[CH:10][CH:11]=[CH:12][CH:13]=4)[CH:32]=[C:31]([O:33][CH2:34][C:35]4[CH:40]=[CH:39][CH:38]=[CH:37][CH:36]=4)[CH:30]=3)[O:19]2)=[CH:24][CH:23]=1 |f:0.1.2|. Reported procedure: Potassium carbonate (2.76 g, 20 mmol) was added to a stirred solution of 3′,5′-dibenzyloxy-7-hydroxy-flavone, 22 (2.25 g, 5 mmol) in dry dimethyl formamide (120 mL). After the mixture was stirred for 30 min, dibromo ethane (5 mL, 58 mmol) was added and the resultant was stirred at room temperature for 12 h. Reaction mixture was filtered through celite, concentrated under reduced pressure and extracted with chloroform. The extract was washed with water, dried over sodium sulphate, filtered and co...